This data is from the Open Reaction Database (ORD), a public repository of structured organic reaction records. The task is: describe an organic reaction: reactants, conditions, products, and yield Reactants: BrC1=C(C=C(C(=O)NC2[C@]3(CC[C@@H](C2(C)C)C3)C)C=C1)S(=O)(=O)N1CCOCC1 (4-bromo-3-(morpholinosulfonyl)-N-((1S,4R)-1,3,3-trimethylbicyclo[2.2.1]heptan-2-yl)benzamide), CO (methanol), C1=CC=C(C=C1)P(C2=CC=CC=C2)C3=C(C4=CC=CC=C4C=C3)C5=C(C=CC6=CC=CC=C65)P(C7=CC=CC=C7)C8=CC=CC=C8 ((R)-(+)-2,2′-bis(diphenylphosphino)-1,1′-binaphthyl), CC(C)([O-])C.[K+] (potassium tert-butoxide). The reagents and catalysts are C=1C=CC(=CC1)/C=C/C(=O)/C=C/C2=CC=CC=C2.C=1C=CC(=CC1)/C=C/C(=O)/C=C/C2=CC=CC=C2.[Pd] (Bis(dibenzylideneacetone)palladium(0)). Run at temperature 140 celsius. The product is COC1=C(C=C(C(=O)NC2[C@]3(CC[C@@H](C2(C)C)C3)C)C=C1)S(=O)(=O)N1CCOCC1 (4-methoxy-3-(morpholinosulfonyl)-N-((1S,4R)-1,3,3-trimethylbicyclo[2.2.1]heptan-2-yl)benzamide). The yield is 20.0%. Reaction SMILES: Br[C:2]1[CH:20]=[CH:19][C:5]([C:6]([NH:8][CH:9]2[C:14]([CH3:16])([CH3:15])[C@H:13]3[CH2:17][C@:10]2([CH3:18])[CH2:11][CH2:12]3)=[O:7])=[CH:4][C:3]=1[S:21]([N:24]1[CH2:29][CH2:28][O:27][CH2:26][CH2:25]1)(=[O:23])=[O:22].CO.C1C=CC(P(C2C=CC3C(=CC=CC=3)C=2C2C3C(=CC=CC=3)C=CC=2P(C2C=CC=CC=2)C2C=CC=CC=2)C2C=CC=CC=2)=CC=1.C[C:79](C)([O-:81])C.[K+]>C1C=CC(/C=C/C(/C=C/C2C=CC=CC=2)=O)=CC=1.C1C=CC(/C=C/C(/C=C/C2C=CC=CC=2)=O)=CC=1.[Pd]>[CH3:79][O:81][C:2]1[CH:20]=[CH:19][C:5]([C:6]([NH:8][CH:9]2[C:14]([CH3:16])([CH3:15])[C@H:13]3[CH2:17][C@:10]2([CH3:18])[CH2:11][CH2:12]3)=[O:7])=[CH:4][C:3]=1[S:21]([N:24]1[CH2:29][CH2:28][O:27][CH2:26][CH2:25]1)(=[O:23])=[O:22] |f:3.4,5.6.7|. Procedure details: Into a 5 mL microwave flask 4-bromo-3-(morpholinosulfonyl)-N-((1S,4R)-1,3,3-trimethylbicyclo[2.2.1]heptan-2-yl)benzamide (2.4.AaBa, 0.3 g, 0.6 mmol) was dissolved in methanol (2 mL, 0.05 mol). Bis(dibenzylideneacetone)palladium(0) (0.02 g, 0.03 mmol), (R)-(+)-2,2′-bis(diphenylphosphino)-1,1′-binaphthyl (0.02 g, 0.03 mmol), and potassium tert-butoxide (0.5 mL, 4 mmol) were then added. The reaction was heated in the microwave oven at 140° C. for 1 h. The solvent was evaporated and prep-HPLC was pe... The reactants are COC1=C(C=C(C=C1)Br)CC=CCOC (4-methoxy-3-(4-methoxy-2-butenyl)-bromobenzene). The reagents and catalysts are [Pt] (Pt/C). Solvent: O1CCCC1 (tetrahydrofuran). Yields the product COC1=C(C=C(C=C1)Br)CCCCOC (4-Methoxy-3-(4-methoxybutyl)-bromobenzene). As a reaction SMILES: [CH3:1][O:2][C:3]1[CH:8]=[CH:7][C:6]([Br:9])=[CH:5][C:4]=1[CH2:10][CH:11]=[CH:12][CH2:13][O:14][CH3:15]>O1CCCC1.[Pt]>[CH3:1][O:2][C:3]1[CH:8]=[CH:7][C:6]([Br:9])=[CH:5][C:4]=1[CH2:10][CH2:11][CH2:12][CH2:13][O:14][CH3:15]. Procedure: A solution of 50 g of 4-methoxy-3-(4-methoxy-2-butenyl)-bromobenzene in 700 ml of tetrahydrofuran is hydrogenated for 2 hours under normal pressure and at room temperature in the presence of 2.5 g of 5% Pt/C. The reaction mixture is filtered. The filtrate is concentrated by evaporation. The evaporation residue obtained from the filtrate is purified by FC (1.6 kg of silica gel, hexane/ethyl acetate=20:1). Distillation under a high vacuum yields the title compound: Rf (hexane/ethyl acetate=10:1)=0... Starting materials: COc1ccc(CNc2nccc3c(NC4CCN(C(=O)OC(C)(C)C)CC4)cccc23)cc1, O=C(O)C(F)(F)F. The product is CC(C)(C)OC(=O)N1CCC(Nc2cccc3c(N)nccc23)CC1. As a reaction SMILES: [CH3:1][O:2][c:3]1[cH:4][cH:5][c:6]([CH2:7][NH:8][c:9]2[n:10][cH:11][cH:12][c:13]3[c:14]([NH:19][CH:20]4[CH2:21][CH2:22][N:23]([C:26](=[O:27])[O:28][C:29]([CH3:30])([CH3:31])[CH3:32])[CH2:24][CH2:25]4)[cH:15][cH:16][cH:17][c:18]23)[cH:33][cH:34]1.[OH:35][C:36]([C:37]([F:38])([F:39])[F:40])=[O:41]>>[NH2:8][c:9]1[n:10][cH:11][cH:12][c:13]2[c:14]([NH:19][CH:20]3[CH2:21][CH2:22][N:23]([C:26](=[O:27])[O:28][C:29]([CH3:30])([CH3:31])[CH3:32])[CH2:24][CH2:25]3)[cH:15][cH:16][cH:17][c:18]12.